From a dataset of the Open Reaction Database (ORD), a public repository of structured organic reaction records. describe an organic reaction: reactants, conditions, products, and yield Reaction SMILES: [CH3:41][C:42]#[N:43].[CH:1](=[O:2])[c:3]1[cH:4][cH:5][c:6]([CH:9]2[N:10]([C:14](=[O:15])[O:16][CH2:17][c:18]3[cH:19][cH:20][cH:21][cH:22][cH:23]3)[CH2:11][CH2:12][CH2:13]2)[cH:7][cH:8]1.[Mg+2:35].[NH2:24][c:25]1[c:26]2[c:30]([cH:31][cH:32][cH:33]1)[C:29](=[O:34])[O:28][CH2:27]2.[O-:36][S:37]([O-:38])(=[O:39])=[O:40]>>[CH:1]([c:3]1[cH:4][cH:5][c:6]([CH:9]2[N:10]([C:14](=[O:15])[O:16][CH2:17][c:18]3[cH:19][cH:20][cH:21][cH:22][cH:23]3)[CH2:11][CH2:12][CH2:13]2)[cH:7][cH:8]1)=[N:24][c:25]1[c:26]2[c:30]([cH:31][cH:32][cH:33]1)[C:29](=[O:34])[O:28][CH2:27]2. The reactants are CC#N, O=Cc1ccc(C2CCCN2C(=O)OCc2ccccc2)cc1, [Mg+2], Nc1cccc2c1COC2=O, O=S(=O)([O-])[O-]. The product is O=C1OCc2c(N=Cc3ccc(C4CCCN4C(=O)OCc4ccccc4)cc3)cccc21. The reactants are Br, [Cu+2], [Cu], O=N[O-], NC(N)=O, CCc1cc(N)ccc1[N+](=O)[O-], [Na+], O, O, O, O, O, O, O=S(=O)([O-])[O-]. As a reaction SMILES: [BrH:21].[Cu+2:33].[Cu:34].[N:13]([O-:14])=[O:15].[NH2:17][C:18](=[O:19])[NH2:20].[NH2:1][c:2]1[cH:3][cH:4][c:5]([N+:10](=[O:11])[O-:12])[c:6]([CH2:8][CH3:9])[cH:7]1.[Na+:16].[OH2:22].[OH2:23].[OH2:24].[OH2:25].[OH2:26].[OH2:27].[S:28]([O-:29])([O-:30])(=[O:31])=[O:32]>>[c:2]1([Br:21])[cH:3][cH:4][c:5]([N+:10](=[O:11])[O-:12])[c:6]([CH2:8][CH3:9])[cH:7]1. The product is CCc1cc(Br)ccc1[N+](=O)[O-]. The reactants are OC=1SC(=C(N1)C(F)(F)F)C(=O)OCC (ethyl 2-hydroxy-4-trifluoromethyl-5-thiazolecarboxylate), P(=O)(Cl)(Cl)Cl (phosphorus oxychloride), C(C)NCC (diethylamine). Conditions: temperature 163 celsius, time 14 hour. The product is C(C)N(C=1SC(=C(N1)C(F)(F)F)C(=O)OCC)CC (Ethyl 2-diethylamino-4-trifluoromethyl-5-thiazolecarboxylate). The yield is 42.2%. As a reaction SMILES: O[C:2]1[S:3][C:4]([C:11]([O:13][CH2:14][CH3:15])=[O:12])=[C:5]([C:7]([F:10])([F:9])[F:8])[N:6]=1.P(Cl)(Cl)(Cl)=O.[CH2:21]([NH:23][CH2:24][CH3:25])[CH3:22]>>[CH2:21]([N:23]([CH2:24][CH3:25])[C:2]1[S:3][C:4]([C:11]([O:13][CH2:14][CH3:15])=[O:12])=[C:5]([C:7]([F:10])([F:9])[F:8])[N:6]=1)[CH3:22]. Reported procedure: A reaction vessel was charged with 96.4 g (400 mmol) of ethyl 2-hydroxy-4-trifluoromethyl-5-thiazolecarboxylate and 117 g (766 mmol) of phosphorus oxychloride and then cooled in an ice bath. To the cooled mixture was added 40 g of diethylamine. The reaction mixture was heated at reflux at 163° C. with stirring for about 14 hours. Excess phosphorus oxychloride was removed under reduced pressure. The residue was poured into ice water and a solid precipitate was collected. The solid precipitate was... Reactants: Clc1ccc2c(N3CCNCC3)ccnc2c1, ClCCl, Cc1cccc(N=C=O)c1. Yields the product Cc1cccc(NC(=O)N2CCN(c3ccnc4cc(Cl)ccc34)CC2)c1. As a reaction SMILES: [Cl:1][c:2]1[cH:3][cH:4][c:5]2[c:6]([N:12]3[CH2:13][CH2:14][NH:15][CH2:16][CH2:17]3)[cH:7][cH:8][n:9][c:10]2[cH:11]1.[Cl:28][CH2:29][Cl:30].[c:18]1([CH3:27])[cH:19][c:20]([N:24]=[C:25]=[O:26])[cH:21][cH:22][cH:23]1>>[Cl:1][c:2]1[cH:3][cH:4][c:5]2[c:6]([N:12]3[CH2:13][CH2:14][N:15]([C:25]([NH:24][c:20]4[cH:19][c:18]([CH3:27])[cH:23][cH:22][cH:21]4)=[O:26])[CH2:16][CH2:17]3)[cH:7][cH:8][n:9][c:10]2[cH:11]1. The reactants are BrC1=C(C=CC=C1)CC(=O)OCC (ethyl 2-bromo-phenylacetate), OC1=CC=C(CO)C=C1 (4-hydroxybenzyl alcohol), C([O-])([O-])=O.[K+].[K+] (potassium carbonate), [I-].[K+] (potassium iodide). The solvent is CC(=O)C (acetone). The product is C(C)OC(=O)C(C1=CC=CC=C1)OC1=CC=C(CO)C=C1 (4-(α-Ethoxycarbonyl-benzyloxy)benzyl alcohol). RXN SMILES: Br[C:2]1[CH:7]=[CH:6][CH:5]=[CH:4][C:3]=1[CH2:8][C:9]([O:11][CH2:12][CH3:13])=[O:10].[OH:14][C:15]1[CH:22]=[CH:21][C:18]([CH2:19][OH:20])=[CH:17][CH:16]=1.C(=O)([O-])[O-].[K+].[K+].[I-].[K+]>CC(C)=O>[CH2:12]([O:11][C:9]([CH:8]([O:14][C:15]1[CH:22]=[CH:21][C:18]([CH2:19][OH:20])=[CH:17][CH:16]=1)[C:3]1[CH:4]=[CH:5][CH:6]=[CH:7][CH:2]=1)=[O:10])[CH3:13] |f:2.3.4,5.6|. Procedure details: 41.8 g (0.172 mol) of ethyl 2-bromo-phenylacetate and 21.3 g (0.172 mol) of 4-hydroxybenzyl alcohol are dissolved in 850 ml of acetone and 24.8 g (0.18 mol) of potassium carbonate and 5.0 g (0.03 mol) of potassium iodide are added thereto. The reaction mixture is refluxed for 60 hours with stirring. Then the inorganic salts are filtered off and the residue is washed with hot acetone. The filtrate is evaporated down and the residue is purified over a silica gel column (particle size: 0.063-0.02 m... The reactants are FC=1C=C(C=CC1F)N1C(C(CC1)=CC1=C(C=CC=C1)N1CCN(CC1)C)=O (1-(3,4-difluorophenyl)-3-[2-(4-methylpiperazin-1-yl)-benzylidene]-pyrrolidin-2-one), C(=O)[O-].[NH4+] (ammonium formate). Reagents/catalysts: [Pd] (palladium on carbon). Run in CO (methanol). Product: FC=1C=C(C=CC1F)N1C(C(CC1)CC1=C(C=CC=C1)N1CCN(CC1)C)=O (1-(3,4-Difluorophenyl)-3-[2-(4-methylpiperazin-1-yl)-benzyl]-pyrrolidin-2-one). The yield is 88.3%. Reaction SMILES: [F:1][C:2]1[CH:3]=[C:4]([N:9]2[CH2:13][CH2:12][C:11](=[CH:14][C:15]3[CH:20]=[CH:19][CH:18]=[CH:17][C:16]=3[N:21]3[CH2:26][CH2:25][N:24]([CH3:27])[CH2:23][CH2:22]3)[C:10]2=[O:28])[CH:5]=[CH:6][C:7]=1[F:8].C([O-])=O.[NH4+]>[Pd].CO>[F:1][C:2]1[CH:3]=[C:4]([N:9]2[CH2:13][CH2:12][CH:11]([CH2:14][C:15]3[CH:20]=[CH:19][CH:18]=[CH:17][C:16]=3[N:21]3[CH2:22][CH2:23][N:24]([CH3:27])[CH2:25][CH2:26]3)[C:10]2=[O:28])[CH:5]=[CH:6][C:7]=1[F:8] |f:1.2|. Reported procedure: A mixture of 1-(3,4-difluorophenyl)-3-[2-(4-methylpiperazin-1-yl)-benzylidene]-pyrrolidin-2-one (125 mg, 0.326 mmol), ammonium formate (411 mg, 6.53 mmol) and 10% palladium on carbon (40 mg) in 30 mL of anhydrous methanol was refluxed under nitrogen for 18 hours. After cooling, the catalyst was removed In vacuo and the residue was treated with saturated aqueous sodium bicarbonate and methylene chloride. The organic layer was removed, combined with a second extraction of the aqueous layer with ad... Reactants: NC1=C2C(=NC=N1)N(N=C2I)C2=CC=C(C=C2)N(C(\C=C\CN(C)C)=O)C ((E)-N-(4-(4-amino-3-iodo-1H-pyrazolo[3,4-d]pyrimidin-1-yl)phenyl)-4-(dimethylamino)-N-methylbut-2-enamide), ClC1=CC=C(C=C1)B(O)O (4-chlorophenylboronic acid), K3PO4.3H2O, C(Cl)Cl (DCM). Reagents/catalysts: C1=CC=C(C=C1)P([C-]2C=CC=C2)C3=CC=CC=C3.C1=CC=C(C=C1)P([C-]2C=CC=C2)C3=CC=CC=C3.Cl[Pd]Cl.[Fe+2] (Pd(dppf)Cl2). Solvent: COCCOC (DME), O (water). Reaction conditions: temperature 80 celsius. Product: NC1=C2C(=NC=N1)N(N=C2C2=CC=C(C=C2)Cl)C2=CC=C(C=C2)N(C(\C=C\CN(C)C)=O)C ((E)-N-(4-(4-amino-3-(4-chlorophenyl)-1H-pyrazolo[3,4-d]pyrimidin-1-yl)phenyl)-4-(dimethylamino)-N-methylbut-2-enamide). Isolated yield 24.7%. Reaction SMILES: [NH2:1][C:2]1[N:7]=[CH:6][N:5]=[C:4]2[N:8]([C:12]3[CH:17]=[CH:16][C:15]([N:18]([CH3:27])[C:19](=[O:26])/[CH:20]=[CH:21]/[CH2:22][N:23]([CH3:25])[CH3:24])=[CH:14][CH:13]=3)[N:9]=[C:10](I)[C:3]=12.[Cl:28][C:29]1[CH:34]=[CH:33][C:32](B(O)O)=[CH:31][CH:30]=1.C(Cl)Cl>COCCOC.O.C1C=CC(P(C2C=CC=CC=2)[C-]2C=CC=C2)=CC=1.C1C=CC(P(C2C=CC=CC=2)[C-]2C=CC=C2)=CC=1.Cl[Pd]Cl.[Fe+2]>[NH2:1][C:2]1[N:7]=[CH:6][N:5]=[C:4]2[N:8]([C:12]3[CH:17]=[CH:16][C:15]([N:18]([CH3:27])[C:19](=[O:26])/[CH:20]=[CH:21]/[CH2:22][N:23]([CH3:25])[CH3:24])=[CH:14][CH:13]=3)[N:9]=[C:10]([C:32]3[CH:33]=[CH:34][C:29]([Cl:28])=[CH:30][CH:31]=3)[C:3]=12 |f:5.6.7.8|. Reported procedure: To a suspension of (E)-N-(4-(4-amino-3-iodo-1H-pyrazolo[3,4-d]pyrimidin-1-yl)phenyl)-4-(dimethylamino)-N-methylbut-2-enamide (32) (174 mg, 0.36 mmol), 4-chlorophenylboronic acid (68 mg. 0.44 mmol) and K3PO4.3H2O (292 mg, 1.1 mmol) in DME (3 mL) and water (0.5 mL) was added Pd(dppf)Cl2.DCM (15 mg, 0.02 mmol). The resulting mixture was purged with N2 (3×) before heated to 80° C. overnight under N2 atmosphere. The mixture was cooled down to room temperature. The solvents were evaporated and the res... The reactants are O=C([O-])[O-], CCOC(=O)C(=NO)C(C)=O, COS(=O)(=O)OC, CC(C)=O, [K+], [K+], O. Yields the product CCOC(=O)C(=NOC)C(C)=O. RXN SMILES: [C:1](=[O:2])([O-:3])[O-:4].[C:7]([CH3:8])(=[O:9])[C:10]([C:11](=[O:12])[O:13][CH2:14][CH3:15])=[N:16][OH:17].[CH3:18][O:19][S:20]([O:21][CH3:22])(=[O:23])=[O:24].[CH3:26][C:27](=[O:28])[CH3:29].[K+:5].[K+:6].[OH2:25]>>[CH3:1][O:17][N:16]=[C:10]([C:7]([CH3:8])=[O:9])[C:11](=[O:12])[O:13][CH2:14][CH3:15]. Reactants: [Si](C1=CC=CC=C1)(C1=CC=CC=C1)(C(C)(C)C)OCCCNCC1=C(N)C=CC=C1 (2-{[(3-{[tert-butyl(diphenyl)silyl]oxy}propyl)amino]methyl}aniline), S(=O)(=O)(N)N (sulfamide). The solvent is COCCOCCOC (diglyme), COCCOCCOC (diglyme). The product is [Si](C1=CC=CC=C1)(C1=CC=CC=C1)(C(C)(C)C)OCCCN1S(NC2=C(C1)C=CC=C2)(=O)=O (3-(3-{[tert-butyl(diphenyl)silyl]oxy}propyl)-3,4-dihydro-1H-2,1,3-benzothiadiazine 2,2-dioxide). The yield is 94.6%. Reaction SMILES: [Si:1]([O:18][CH2:19][CH2:20][CH2:21][NH:22][CH2:23][C:24]1[CH:30]=[CH:29][CH:28]=[CH:27][C:25]=1[NH2:26])([C:14]([CH3:17])([CH3:16])[CH3:15])([C:8]1[CH:13]=[CH:12][CH:11]=[CH:10][CH:9]=1)[C:2]1[CH:7]=[CH:6][CH:5]=[CH:4][CH:3]=1.[S:31](N)(N)(=[O:33])=[O:32]>COCCOCCOC>[Si:1]([O:18][CH2:19][CH2:20][CH2:21][N:22]1[CH2:23][C:24]2[CH:30]=[CH:29][CH:28]=[CH:27][C:25]=2[NH:26][S:31]1(=[O:33])=[O:32])([C:14]([CH3:15])([CH3:16])[CH3:17])([C:2]1[CH:3]=[CH:4][CH:5]=[CH:6][CH:7]=1)[C:8]1[CH:13]=[CH:12][CH:11]=[CH:10][CH:9]=1. Reported procedure: A solution of 2-{[(3-{[tert-butyl(diphenyl)silyl]oxy}propyl)amino]methyl}aniline (0.45 g, 1.1 mmol) and sulfamide (0.12 g, 1.3 mmol) in diglyme (5 mL) was added dropwise to a flask containing refluxing diglyme (3 mL) over 10 minutes. The reaction mixture was stirred at reflux for 1 hour, then cooled to room temperature and evaporated to a brown oil. The crude reaction product was purified by flash chromatography (SiO2, 3-30% ethyl acetate/hexanes) to afford 3-(3-{[tert-butyl(diphenyl)silyl]oxy}p... Starting materials: C(C)(=O)OC1C=CCC1 (3-acetoxycyclopent-1-ene), C1(=CC=CC=C1)[Mg]Br (phenylmagnesium bromide), C1(=CC=CC=C1)P(CCP(C1=CC=CC=C1)C1=CC=CC=C1)C1=CC=CC=C1 (1,2-bis(diphenylphosphino)ethane). The reagents and catalysts are [Cl-].[Zn+2].[Cl-] (zinc chloride), C(C1=CC=CC=C1)=CC(=O)C=CC1=CC=CC=C1.C(C1=CC=CC=C1)=CC(=O)C=CC1=CC=CC=C1.[Pd] (palladium bis(dibenzylideneacetone)). The solvent is C1CCOC1 (THF), C1CCOC1 (THF), C1CCOC1 (THF). Conditions: temperature 40 celsius. Product: C1(=CC=CC=C1)C1C=CCC1 (3-Phenylcyclopent-1 -ene). As a reaction SMILES: [C:1]1([Mg]Br)[CH:6]=[CH:5][CH:4]=[CH:3][CH:2]=1.C(O[CH:13]1[CH2:17][CH2:16][CH:15]=[CH:14]1)(=O)C.C1(P(C2C=CC=CC=2)CCP(C2C=CC=CC=2)C2C=CC=CC=2)C=CC=CC=1>C1COCC1.[Cl-].[Zn+2].[Cl-].C(=CC(C=CC1C=CC=CC=1)=O)C1C=CC=CC=1.C(=CC(C=CC1C=CC=CC=1)=O)C1C=CC=CC=1.[Pd]>[C:1]1([CH:17]2[CH2:16][CH2:15][CH:14]=[CH:13]2)[CH:6]=[CH:5][CH:4]=[CH:3][CH:2]=1 |f:4.5.6,7.8.9|. Reported procedure: A solution of 8 mL of 2M phenylmagnesium bromide in THF was added dropwise to a solution of 32.2 mL (0.016 mole) of 0.5M zinc chloride in THF. A solution of 3.05g (0.024 mole) of 3-acetoxycyclopent-1-ene in 25 mL of dry THF was added, and 321 mg of 1,2-bis(diphenylphosphino)ethane and 462 mg of palladium bis(dibenzylideneacetone) added. The reaction mixture was heated at 40° C. for 18h. The reaction was cooled to room temperature and the solids filtered off. Ether was added, and the organic laye...